From a dataset of the Open Reaction Database (ORD), a public repository of structured organic reaction records. describe an organic reaction: reactants, conditions, products, and yield Starting materials: ClC(CCl)OC(CCl)Cl (1,2 dichloroethylether), NC(=S)NC=1C=C(C=CC1)C1=CC(=CC=C1)S(=O)(=O)NC(CC(=O)OCC)C1=CC=CC=C1 (Ethyl 3-[({3′-[(aminocarbothioyl)amino][1,1′-biphenyl]-3-yl}sulfonyl)-amino]-3-phenylpropanoate), ClC(CCl)OC(CCl)Cl (1,2-dichloroethylether), C(C)(C)O (i-propanol). Solvent: O (water). Conditions: time 1 hour. The product is C1(=CC=CC=C1)C(CC(=O)OCC)NS(=O)(=O)C=1C=C(C=CC1)C1=CC(=CC=C1)NC=1SC=CN1 (Ethyl 3-phenyl-3-{[3′-(1,3-thiazol-2-ylamino)[1,1′-biphenyl]-3-yl]sulfonylamino}-propanoate). Yield: 60.9%. As a reaction SMILES: [NH2:1][C:2]([NH:4][C:5]1[CH:6]=[C:7]([C:11]2[CH:16]=[CH:15][CH:14]=[C:13]([S:17]([NH:20][CH:21]([C:28]3[CH:33]=[CH:32][CH:31]=[CH:30][CH:29]=3)[CH2:22][C:23]([O:25][CH2:26][CH3:27])=[O:24])(=[O:19])=[O:18])[CH:12]=2)[CH:8]=[CH:9][CH:10]=1)=[S:3].Cl[CH:35](OC(Cl)CCl)[CH2:36]Cl.C(O)(C)C>O>[C:28]1([CH:21]([NH:20][S:17]([C:13]2[CH:12]=[C:11]([C:7]3[CH:8]=[CH:9][CH:10]=[C:5]([NH:4][C:2]4[S:3][CH:35]=[CH:36][N:1]=4)[CH:6]=3)[CH:16]=[CH:15][CH:14]=2)(=[O:18])=[O:19])[CH2:22][C:23]([O:25][CH2:26][CH3:27])=[O:24])[CH:33]=[CH:32][CH:31]=[CH:30][CH:29]=1. Procedure details: 0.97 g of Ethyl 3-[({3′-[(aminocarbothioyl)amino][1,1′-biphenyl]-3-yl}sulfonyl)-amino]-3-phenyl-propanoate 14.1.1 and 0.48 g of 1,2-dichloroethylether were heated in water and i-propanol was added such that a clear solution resulted. After 1 h an additional 100 mg of 1,2 dichloroethylether were added and reflux was continued for 1 h. After aqueous work-up and flash chromatography, 0.62 g of the title compound resulted. Starting materials: O=S1(N(CCC1)C1=NC=C(C(=O)OCC)C=C1)=O (ethyl 6-(1,1-dioxo-1λ6-isothiazolidin-2-yl)nicotinate), Cl.C1(CC1)C=1C=C(C(=NC1)N1CCNCC1)C (1-(5-cyclopropyl-3-methylpyridin-2-yl)piperazine hydrochloride). The product is C1(CC1)C=1C=C(C(=NC1)N1CCN(CC1)C(=O)C=1C=NC(=CC1)N1S(CCC1)(=O)=O)C ([4-(5-cyclopropyl-3-methylpyridin-2-yl)piperazin-1-yl][6-(1,1-dioxo-1λ6-isothiazolidin-2-yl)pyridin-3-yl]methanone). Isolated yield 3.9%. As a reaction SMILES: [O:1]=[S:2]1(=[O:18])[CH2:6][CH2:5][CH2:4][N:3]1[C:7]1[CH:17]=[CH:16][C:10]([C:11]([O:13]CC)=O)=[CH:9][N:8]=1.Cl.[CH:20]1([C:23]2[CH:24]=[C:25]([CH3:35])[C:26]([N:29]3[CH2:34][CH2:33][NH:32][CH2:31][CH2:30]3)=[N:27][CH:28]=2)[CH2:22][CH2:21]1>>[CH:20]1([C:23]2[CH:24]=[C:25]([CH3:35])[C:26]([N:29]3[CH2:30][CH2:31][N:32]([C:11]([C:10]4[CH:9]=[N:8][C:7]([N:3]5[CH2:4][CH2:5][CH2:6][S:2]5(=[O:1])=[O:18])=[CH:17][CH:16]=4)=[O:13])[CH2:33][CH2:34]3)=[N:27][CH:28]=2)[CH2:22][CH2:21]1 |f:1.2|. Procedure: Using ethyl 6-(1,1-dioxo-1λ6-isothiazolidin-2-yl)nicotinate (270 mg) described in Preparation Example 25 and 1-(5-cyclopropyl-3-methylpyridin-2-yl)piperazine hydrochloride (254 mg) described in Preparation Example 82 and by the reaction and treatment in the same manner as in Example 170, the title compound (17 mg) was obtained. The reactants are COC([C@@H](NC([C@H]1N(CCC1)S(=O)(=O)C1=CC=C(C=C1)C)=O)CC1=CC=C(C=C1)N)=O (N-(toluene-4-sulfonyl)-L-prolyl-4-amino-L-phenylalanine methyl ester), C1(=CC=CC=C1)CCCN=C=S (3-phenylpropyl isothiocyanate). Run in C1(=CC=CC=C1)C (toluene). The product is COC([C@@H](NC([C@H]1N(CCC1)S(=O)(=O)C1=CC=C(C=C1)C)=O)CC1=CC=C(C=C1)NC(=S)NCCCC1=CC=CC=C1)=O (N-(Toluene-4-sulfonyl)-L-prolyl-4-[3-(3-phenylpropyl) thioureido]-L-phenylalanine Methyl Ester). RXN SMILES: [CH3:1][O:2][C:3](=[O:31])[C@H:4]([CH2:23][C:24]1[CH:29]=[CH:28][C:27]([NH2:30])=[CH:26][CH:25]=1)[NH:5][C:6](=[O:22])[C@@H:7]1[CH2:11][CH2:10][CH2:9][N:8]1[S:12]([C:15]1[CH:20]=[CH:19][C:18]([CH3:21])=[CH:17][CH:16]=1)(=[O:14])=[O:13].[C:32]1([CH2:38][CH2:39][CH2:40][N:41]=[C:42]=[S:43])[CH:37]=[CH:36][CH:35]=[CH:34][CH:33]=1>C1(C)C=CC=CC=1>[CH3:1][O:2][C:3](=[O:31])[C@H:4]([CH2:23][C:24]1[CH:29]=[CH:28][C:27]([NH:30][C:42]([NH:41][CH2:40][CH2:39][CH2:38][C:32]2[CH:37]=[CH:36][CH:35]=[CH:34][CH:33]=2)=[S:43])=[CH:26][CH:25]=1)[NH:5][C:6](=[O:22])[C@@H:7]1[CH2:11][CH2:10][CH2:9][N:8]1[S:12]([C:15]1[CH:20]=[CH:19][C:18]([CH3:21])=[CH:17][CH:16]=1)(=[O:13])=[O:14]. Procedure details: An equimolar solution of N-(toluene-4-sulfonyl)-L-prolyl-4-amino-L-phenylalanine methyl ester and 3-phenylpropyl isothiocyanate in toluene was stirred at room temperature for 16 hr. The solvent was stripped off giving an amber oil which was submitted to preparatory HPLC (Waters silica cartridge; 85/15 CH2Cl2/EtOAc) for purification. The fractions were collected and the solvent removed yielding the title compound as a white solid, mp=74-80° C. Reactants: C1CCNCC1, Cc1cc(CC(CC(=O)N2CCC(N3Cc4ccccc4NC3=O)CC2)c2ccc(C=O)cn2)cc2cn[nH]c12, CC(Cl)Cl. Yields the product Cc1cc(CC(CC(=O)N2CCC(N3Cc4ccccc4NC3=O)CC2)c2ccc(CN3CCCCC3)cn2)cc2cn[nH]c12. As a reaction SMILES: [CH2:41]1[CH2:42][CH2:43][NH:44][CH2:45][CH2:46]1.[CH3:1][c:2]1[cH:3][c:4]([CH2:11][CH:12]([CH2:13][C:14]([N:15]2[CH2:16][CH2:17][CH:18]([N:21]3[C:22](=[O:31])[NH:23][c:24]4[cH:25][cH:26][cH:27][cH:28][c:29]4[CH2:30]3)[CH2:19][CH2:20]2)=[O:32])[c:33]2[n:34][cH:35][c:36]([CH:37]=[O:38])[cH:39][cH:40]2)[cH:5][c:6]2[cH:7][n:8][nH:9][c:10]12.[Cl:47][CH:48]([Cl:49])[CH3:50]>>[CH3:1][c:2]1[cH:3][c:4]([CH2:11][CH:12]([CH2:13][C:14]([N:15]2[CH2:16][CH2:17][CH:18]([N:21]3[C:22](=[O:31])[NH:23][c:24]4[cH:25][cH:26][cH:27][cH:28][c:29]4[CH2:30]3)[CH2:19][CH2:20]2)=[O:32])[c:33]2[n:34][cH:35][c:36]([CH2:37][N:44]3[CH2:43][CH2:42][CH2:41][CH2:46][CH2:45]3)[cH:39][cH:40]2)[cH:5][c:6]2[cH:7][n:8][nH:9][c:10]12. Reactants: N(C1=CC=CC=C1)C(=O)NC1=CC=C(C[C@@H]2N(C(OC2)(C)C)C(=O)OC(C)(C)C)C=C1 (tert-butyl (S)-4-[4-[(anilinocarbonyl)amino]benzyl]-2,2-dimethyl-1,3-oxazolidine-3-carboxylate), Cl (hydrogen chloride). Solvent: CO (methanol), C(C)(=O)OCC (ethyl acetate). Reaction conditions: time 4 hour. Yields the product Cl.N[C@@H](CC1=CC=C(C=C1)NC(=O)NC1=CC=CC=C1)CO ((S)-N-[4-(2-amino-3-hydroxypropyl)phenyl]-N′-phenylurea hydrochloride). Reaction SMILES: [NH:1]([C:8]([NH:10][C:11]1[CH:31]=[CH:30][C:14]([CH2:15][C@H:16]2[CH2:20][O:19]C(C)(C)[N:17]2C(OC(C)(C)C)=O)=[CH:13][CH:12]=1)=[O:9])[C:2]1[CH:7]=[CH:6][CH:5]=[CH:4][CH:3]=1.[ClH:32]>CO.C(OCC)(=O)C>[ClH:32].[NH2:17][C@H:16]([CH2:20][OH:19])[CH2:15][C:14]1[CH:13]=[CH:12][C:11]([NH:10][C:8]([NH:1][C:2]2[CH:3]=[CH:4][CH:5]=[CH:6][CH:7]=2)=[O:9])=[CH:31][CH:30]=1 |f:4.5|. Procedure details: To a solution of tert-butyl (S)-4-[4-[(anilinocarbonyl)amino]benzyl]-2,2-dimethyl-1,3-oxazolidine-3-carboxylate (1.48 g) in methanol (20 ml) was added 4N hydrogen chloride in ethyl acetate (5 ml) at room temperature, and the solution was stirred at the same temperature for 4 hours. The mixture was evaporated in vacuo, and the residue was triturated with diisopropyl ether to give (S)-N-[4-(2-amino-3-hydroxypropyl)phenyl]-N′-phenylurea hydrochloride (660 mg) as a colorless solide. Reactants: O1C[C@@H](CC1)O ((R)-tetrahydrofuran-3-ol), [H-].[Na+] (sodium hydride), CC1=CC=C(C=C1)S(=O)(=O)OCCOC1=CC=C(C=C1)CC1=C(C=CC(=C1)Br)Cl (2-(4-(5-bromo-2-chlorobenzyl)phenoxy)ethyl 4-methylbenzenesulfonate). The solvent is O1CCCC1 (tetrahydrofuran). Run at time 30 minute. The product is BrC=1C=CC(=C(CC2=CC=C(OCCO[C@H]3COCC3)C=C2)C1)Cl ((R)-3-(2-(4-(5-bromo-2-chlorobenzyl)phenoxy)ethoxy)tetrahydrofuran). Isolated yield 79.6%. As a reaction SMILES: [O:1]1[CH2:5][CH2:4][C@@H:3]([OH:6])[CH2:2]1.[H-].[Na+].CC1C=CC(S(O[CH2:20][CH2:21][O:22][C:23]2[CH:28]=[CH:27][C:26]([CH2:29][C:30]3[CH:35]=[C:34]([Br:36])[CH:33]=[CH:32][C:31]=3[Cl:37])=[CH:25][CH:24]=2)(=O)=O)=CC=1>O1CCCC1>[Br:36][C:34]1[CH:33]=[CH:32][C:31]([Cl:37])=[C:30]([CH:35]=1)[CH2:29][C:26]1[CH:25]=[CH:24][C:23]([O:22][CH2:21][CH2:20][O:6][C@@H:3]2[CH2:4][CH2:5][O:1][CH2:2]2)=[CH:28][CH:27]=1 |f:1.2|. Procedure details: To a stirred solution of (R)-tetrahydrofuran-3-ol (320 mg, 3.63 mmol) in dry tetrahydrofuran (10 mL) was added sodium hydride (145 mg, 3.63 mmol, 60%) slowly under 0° C. The reaction was stirred at this temperature for 30 min and then 2-(4-(5-bromo-2-chlorobenzyl)phenoxy)ethyl 4-methylbenzenesulfonate (intermediate AB) (300 mg, 0.61 mmol) was added. The reaction was warmed to room temperature and then heated to reflux overnight. The reaction was quenched with saturated ammonium chloride and extr... Reactants: N (ammonia), C(C)C1=CC=C(C=C1)C1=C(OC=2N=CNC(C21)=O)C2=C(C=CC=C2)F (5-(4-ethylphenyl)-6-(2-fluorophenyl)furo[2,3-d]pyrimidin-4(3H)-one), P(=O)(Cl)(Cl)Cl (phosphoryl chloride). Solvent: O (water). Yields the product ClC=1C2=C(N=CN1)OC(=C2C2=CC=C(C=C2)CC)C2=C(C=CC=C2)F (4-Chloro-5-(4-ethylphenyl)-6-(2-fluorophenyl)furo[2,3-d]pyrimidine). As a reaction SMILES: [CH2:1]([C:3]1[CH:8]=[CH:7][C:6]([C:9]2[C:17]3[C:16](=O)[NH:15][CH:14]=[N:13][C:12]=3[O:11][C:10]=2[C:19]2[CH:24]=[CH:23][CH:22]=[CH:21][C:20]=2[F:25])=[CH:5][CH:4]=1)[CH3:2].P(Cl)(Cl)([Cl:28])=O.N>O>[Cl:28][C:16]1[C:17]2[C:9]([C:6]3[CH:7]=[CH:8][C:3]([CH2:1][CH3:2])=[CH:4][CH:5]=3)=[C:10]([C:19]3[CH:24]=[CH:23][CH:22]=[CH:21][C:20]=3[F:25])[O:11][C:12]=2[N:13]=[CH:14][N:15]=1. Procedure details: Stir a suspension of 20.0 g (0.06 mol) 5-(4-ethylphenyl)-6-(2-fluorophenyl)furo[2,3-d]pyrimidin-4(3H)-one in 100 ml (165 g, 1.07 mol) phosphoryl chloride for 1 h at 120° C. After cooling to room temperature, add the reaction solution dropwise to a mixture of 330 ml water and 610 ml 25% aqueous ammonia solution, stirring vigorously; a temperature rise to 55-65° C. is observed. Leave the reaction mixture to cool to room temperature. After extracting twice with 500 ml dichloromethane each time, was... The reactants are COC([C@@H](N)CCSC)=O (methionine methyl ester), ester, COC(C1=C(C=C(C=C1)S)C1=CC=CC=C1)=O (4-Mercapto-2-phenylbenzoic acid methyl ester), Br.BrC1=NC=CC=C1 (2-bromopyridine hydrobromide), [H-].[Na+] (NaH), C(=O)([O-])[O-].[K+].[K+] (K2CO3). Run in CN(C)C=O (DMF), N1=CC=CC=C1 (pyridine). The product is COC([C@@H](NC(C1=C(C=C(C=C1)SC1=NC=CC=C1)C1=CC=CC=C1)=O)CCSC)=O (4-(2-Pyridylthio)-2-phenyl benzoyl methionine methyl ester). Reaction SMILES: CO[C:3](=[O:17])[C:4]1[CH:9]=[CH:8][C:7]([SH:10])=[CH:6][C:5]=1[C:11]1[CH:16]=[CH:15][CH:14]=[CH:13][CH:12]=1.Br.Br[C:20]1[CH:25]=[CH:24][CH:23]=[CH:22][N:21]=1.[H-].[Na+].C([O-])([O-])=O.[K+].[K+].[CH3:34][O:35][C:36](=[O:43])[C@H:37]([CH2:39][CH2:40][S:41][CH3:42])[NH2:38]>CN(C=O)C.N1C=CC=CC=1>[CH3:34][O:35][C:36](=[O:43])[C@H:37]([CH2:39][CH2:40][S:41][CH3:42])[NH:38][C:3](=[O:17])[C:4]1[CH:9]=[CH:8][C:7]([S:10][C:20]2[CH:25]=[CH:24][CH:23]=[CH:22][N:21]=2)=[CH:6][C:5]=1[C:11]1[CH:12]=[CH:13][CH:14]=[CH:15][CH:16]=1 |f:1.2,3.4,5.6.7|. Procedure: A solution of the resultant thiophenol from Example 12A (1.0 equivalent) is treated with 2-bromopyridine hydrobromide (1.0 equivalent) in the presence of a NaH (2.0 equivalents), or K2CO3 (3.0 equivalents) in DMF or pyridine. The product is isolated by removal of the solvent and chromatography on silica gel. The resultant ester is hydrolyzed according to the procedure of Example 6C and then is coupled to methionine methyl ester according to the procedure of Example 1C to give the title compound.